This data is from the Open Reaction Database (ORD), a public repository of structured organic reaction records. The task is: describe an organic reaction: reactants, conditions, products, and yield The reactants are C(C)OC(C(C#N)(C(C)C)C(C)C)=O (diisopropyl-cyanoacetic acid ethyl ester), O=P1(C=CCC1)C (1-oxo-1-methyl-phospholine), [Cl-].[Na+] (sodium chloride). Run in O (water), O (water). Product: C(C)(C)C(C#N)C(C)C (diisopropyl-acetonitrile). Isolated yield 85.0%. Reaction SMILES: C(OC(=O)[C:5]([CH:11]([CH3:13])[CH3:12])([CH:8]([CH3:10])[CH3:9])[C:6]#[N:7])C.O=P1(C)CCC=C1.[Cl-].[Na+]>O>[CH:8]([CH:5]([CH:11]([CH3:13])[CH3:12])[C:6]#[N:7])([CH3:10])[CH3:9] |f:2.3|. Procedure details: 98.5 g (0.5 mol) of diisopropyl-cyanoacetic acid ethyl ester (prepared according to J. Chem. Soc., 1930, page 2,758), 300 ml of 1-oxo-1-methyl-phospholine, 31 g of sodium chloride and 22 g of water were heated to 160°-170° C. for 9 hours. After cooling, the mixture was diluted with 1,000 ml of water and extracted by shaking four times with 150 ml of petroleum ether each time. The combined petroleum ether phases were washed twice with 200 ml of water each time and dried with Na2SO4 and the petrol... Reactants: C(C1=CC=CC=C1)(=O)NC=1SC[C@H]2[C@@](N1)(CN(C2)C(=O)OC(C)(C)C)C=2SC=CC2 (tert-butyl (4aR,7aR)-2-benzamido-7a-(2-thienyl)-4,4a,5,7-tetrahydropyrrolo[3,4-d][1,3]thiazine-6-carboxylate), Cl (hydrogen chloride). The solvent is O1CCOCC1 (1,4 dioxane), O1CCOCC1 (1,4 dioxane). Conditions: time 4 hour. Yields the product Cl.S1C(=CC=C1)[C@@]12N=C(SC[C@@H]1CNC2)NC(C2=CC=CC=C2)=O (N-[(4aR,7aR)-7a-(2-Thienyl)-4a,5,6,7-tetrahydro-4H-pyrrolo[3,4-d][1,3]thiazin-2-yl]benzamide hydrochloride). Isolated yield 99.0%. As a reaction SMILES: [C:1]([NH:9][C:10]1[S:11][CH2:12][C@@H:13]2[CH2:18][N:17](C(OC(C)(C)C)=O)[CH2:16][C@:14]2([C:26]2[S:27][CH:28]=[CH:29][CH:30]=2)[N:15]=1)(=[O:8])[C:2]1[CH:7]=[CH:6][CH:5]=[CH:4][CH:3]=1.[ClH:31]>O1CCOCC1>[ClH:31].[S:27]1[CH:28]=[CH:29][CH:30]=[C:26]1[C@:14]12[CH2:16][NH:17][CH2:18][C@H:13]1[CH2:12][S:11][C:10]([NH:9][C:1](=[O:8])[C:2]1[CH:3]=[CH:4][CH:5]=[CH:6][CH:7]=1)=[N:15]2 |f:3.4|. Reported procedure: To a solution of tert-butyl (4aR,7aR)-2-benzamido-7a-(2-thienyl)-4,4a,5,7-tetrahydropyrrolo[3,4-d][1,3]thiazine-6-carboxylate (1.3 g, 2.93 mmol) in 1,4 dioxane (60 mL) is added drop wise 4 N hydrogen chloride in 1,4 dioxane (14.6 mL, 58.6 mmol). The reaction is stirred for 4 hours. The solution is concentrated to give the title compound (1.1 g, 99%). ES/MS (m/e): 344 (M+H).